From a dataset of the Open Reaction Database (ORD), a public repository of structured organic reaction records. describe an organic reaction: reactants, conditions, products, and yield Reactants: C(C1=CC=CC=C1)OC1=C(CO)C=CC(=C1)OCC1=CC=CC=C1 (2,4-Dibenzyloxybenzyl alcohol), S(=O)(Cl)Cl (thionyl chloride). Run in C1=CC=CC=C1 (benzene). Yields the product C(C1=CC=CC=C1)OC1=C(CCl)C=CC(=C1)OCC1=CC=CC=C1 (2,4-dibenzyloxybenzyl chloride). RXN SMILES: [CH2:1]([O:8][C:9]1[CH:16]=[C:15]([O:17][CH2:18][C:19]2[CH:24]=[CH:23][CH:22]=[CH:21][CH:20]=2)[CH:14]=[CH:13][C:10]=1[CH2:11]O)[C:2]1[CH:7]=[CH:6][CH:5]=[CH:4][CH:3]=1.S(Cl)([Cl:27])=O>C1C=CC=CC=1>[CH2:1]([O:8][C:9]1[CH:16]=[C:15]([O:17][CH2:18][C:19]2[CH:24]=[CH:23][CH:22]=[CH:21][CH:20]=2)[CH:14]=[CH:13][C:10]=1[CH2:11][Cl:27])[C:2]1[CH:7]=[CH:6][CH:5]=[CH:4][CH:3]=1. Procedure: 2,4-Dibenzyloxybenzyl alcohol (19.8 g) was dissolved in anhydrous benzene (150 ml) and then thereto was added thionyl chloride (40 g), followed by reflux under heating for 1 hour. This was concentrated to dryness under reduced pressure to obtain crude 2,4-dibenzyloxybenzyl chloride. This product was used for the subsequent reaction without purification. Starting materials: CCOC(=O)C (EtOAc), BrC=1C=C(C=CC1)C1(COCC(N1)=O)C (5-(3-bromo-phenyl)-5-methyl-morpholin-3-one), COC=1C=CC(=CC1)P2(=S)SP(=S)(S2)C=3C=CC(=CC3)OC (Lawesson's reagent). The solvent is C1CCOC1 (THF). The product is BrC=1C=C(C=CC1)C1(COCC(N1)=S)C (5-(3-Bromo-phenyl)-5-methyl-morpholine-3-thione). RXN SMILES: [Br:1][C:2]1[CH:3]=[C:4]([C:8]2([CH3:15])[NH:13][C:12](=O)[CH2:11][O:10][CH2:9]2)[CH:5]=[CH:6][CH:7]=1.COC1C=CC(P2(SP(C3C=CC(OC)=CC=3)(=S)S2)=[S:25])=CC=1.CCOC(C)=O>C1COCC1>[Br:1][C:2]1[CH:3]=[C:4]([C:8]2([CH3:15])[NH:13][C:12](=[S:25])[CH2:11][O:10][CH2:9]2)[CH:5]=[CH:6][CH:7]=1. Procedure details: A solution of 5-(3-bromo-phenyl)-5-methyl-morpholin-3-one (18 g, 67 mmol) in dry THF was treated with Lawesson's reagent (27 g, 67 mmol) in one portion at room temperature. The mixture was refluxed for 2 h. The title compound was obtained by chromatography on silica gel (PE/EtOAc=30:1 to 10:1). 1H-NMR (400 MHz, DMSO-d6): 11.08 (s, 1H), 7.50 (m, 2H), 7.35 (m, 2H), 4.36 (s, 2H), 4.00 (m, 1H), 3.73 (m, 1H), 1.51 (s, 3H). The reactants are SCC(=O)O (mercaptoacetic acid), Cl.NC=1C=C(C(=O)NC2CC2)C=CC1C (3-amino-N-cyclopropyl-4-methylbenzamide hydrochloride), SCC(=O)O (mercaptoacetic acid). Solvent: C1(=CC=CC=C1)C (toluene). Product: C1(CC1)NC(C1=CC(=C(C=C1)C)NC(CS)=O)=O (N-Cyclopropyl-3-(2-mercaptoacetamido)-4-methylbenzamide). Isolated yield 32.0%. RXN SMILES: [SH:1][CH2:2][C:3]([OH:5])=O.Cl.[NH2:7][C:8]1[CH:9]=[C:10]([CH:17]=[CH:18][C:19]=1[CH3:20])[C:11]([NH:13][CH:14]1[CH2:16][CH2:15]1)=[O:12]>C1(C)C=CC=CC=1>[CH:14]1([NH:13][C:11](=[O:12])[C:10]2[CH:17]=[CH:18][C:19]([CH3:20])=[C:8]([NH:7][C:3](=[O:5])[CH2:2][SH:1])[CH:9]=2)[CH2:15][CH2:16]1 |f:1.2|. Procedure: A solution of mercaptoacetic acid (1.65 mL, 24.2 mmol) and 5.0 g (22 mmol) of 3-amino-N-cyclopropyl-4-methylbenzamide hydrochloride (prepared as described in WO 04/071440) in toluene (40 mL) was refluxed for 16 h. At this time, an additional 0.8 mL of mercaptoacetic acid was added and the mixture was continued at reflux for an additional 2 days. After cooling to rt, the solid was collected by vacuum filtration and was rinsed with EtOAc (2×50 mL). The resulting solid was then slurried in water (5... Reactants: ClC=1C=C(C=CC1OCC1=CC(=CC=C1)F)NC1=NC=NC2=CC=C(C=C12)[N+](=O)[O-] (4-[3-chloro-4-(3-fluoro-benzyloxy)-phenylamino]-6-nitro-quinazoline), reduced iron, C(C)(=O)O (acetic acid). Run in CO (methanol). Conditions: temperature 85 celsius. The product is ClC=1C=C(C=CC1OCC1=CC(=CC=C1)F)NC1=NC=NC2=CC=C(C=C12)N (4-[3-chloro-4-(3-fluoro-benzyloxy)-phenylamino]-6-amino-quinazoline). Isolated yield 61.0%. Reaction SMILES: [Cl:1][C:2]1[CH:3]=[C:4]([NH:17][C:18]2[C:27]3[C:22](=[CH:23][CH:24]=[C:25]([N+:28]([O-])=O)[CH:26]=3)[N:21]=[CH:20][N:19]=2)[CH:5]=[CH:6][C:7]=1[O:8][CH2:9][C:10]1[CH:15]=[CH:14][CH:13]=[C:12]([F:16])[CH:11]=1.C(O)(=O)C>CO>[Cl:1][C:2]1[CH:3]=[C:4]([NH:17][C:18]2[C:27]3[C:22](=[CH:23][CH:24]=[C:25]([NH2:28])[CH:26]=3)[N:21]=[CH:20][N:19]=2)[CH:5]=[CH:6][C:7]=1[O:8][CH2:9][C:10]1[CH:15]=[CH:14][CH:13]=[C:12]([F:16])[CH:11]=1. Procedure: In a flask equipped with a reflux condenser, the compound obtained in Example 6 1.60 g (3.77 mmol), reduced iron powder 1.05 g (18.85 mmol, 5 eq), glacial acetic acid (2 mL) and methanol (40 mL) were mixed. The mixture was refluxed in an oil bath at a temperature of 85° C. for 2.5 h. Then the iron powder was filtered of, the filtrate was diluted with ethyl acetate, washed sequentially with NaHCO3 solution and water. The organic phase was dried and concentrated to obtain yellow solid, which was i... The reactants are [Al+3], Cc1csc2ccccc12, O=C(Cl)C1CCCC1, [Cl-], [Cl-], [Cl-], C[N+](=O)[O-], O. The product is Cc1c(C(=O)C2CCCC2)sc2ccccc12. As a reaction SMILES: [Al+3:24].[CH3:1][c:2]1[cH:3][s:4][c:5]2[c:6]1[cH:7][cH:8][cH:9][cH:10]2.[CH:11]1([C:16](=[O:17])[Cl:18])[CH2:12][CH2:13][CH2:14][CH2:15]1.[Cl-:23].[Cl-:25].[Cl-:26].[N+:19]([CH3:20])([O-:21])=[O:22].[OH2:27]>>[CH3:1][c:2]1[c:3]([C:16]([CH:11]2[CH2:12][CH2:13][CH2:14][CH2:15]2)=[O:17])[s:4][c:5]2[c:6]1[cH:7][cH:8][cH:9][cH:10]2. Reactants: C(C=C)OC([C@@H](NC(=O)OC(C)(C)C)C(C(=O)O)CC1=CC=CC=C1)=O (N-t-Butyloxycarbonyl β-benzyl-L-aspartic acid allyl ester). Run in FC(C(=O)O)(F)F (trifluoracetic acid). Product: C(C=C)OC([C@@H](N)C(C(=O)O)CC1=CC=CC=C1)=O (β-Benzyl-L-aspartic acid allyl ester). RXN SMILES: [CH2:1]([O:4][C:5](=[O:26])[C@H:6]([CH:15]([CH2:19][C:20]1[CH:25]=[CH:24][CH:23]=[CH:22][CH:21]=1)[C:16]([OH:18])=[O:17])[NH:7]C(OC(C)(C)C)=O)[CH:2]=[CH2:3]>FC(F)(F)C(O)=O>[CH2:1]([O:4][C:5](=[O:26])[C@H:6]([CH:15]([CH2:19][C:20]1[CH:25]=[CH:24][CH:23]=[CH:22][CH:21]=1)[C:16]([OH:18])=[O:17])[NH2:7])[CH:2]=[CH2:3]. Procedure: N-t-Butyloxycarbonyl β-benzyl-L-aspartic acid allyl ester (3-1) (2.95 g; 8.11 mmol) was stirred in trifluoracetic acid (30 ml) at room temperature for 45 min. The solvent was removed in vacuo and the residue evaporated from ether (30 ml×2). The resultant yellow oil was dissolved in DCM (40 ml), washed with saturated sodium bicarbonate solution (30 ml), brine (30 ml×2) and dried (sodium sulphate). Filtration and evaporation of the solvent gave the product as a yellow oil which was used without fu...